This data is from the Open Reaction Database (ORD), a public repository of structured organic reaction records. The task is: describe an organic reaction: reactants, conditions, products, and yield Reactants: C(C)C=1C=NC(=NC1)N(CC(C)(C)C1=CC=C(C=C1)O)CC1=CC=C(C=C1)OC(F)(F)F (4-(2-{(5-ethylpyrimidin-2-yl)[4-(trifluoromethoxy)benzyl]amino}-1,1-dimethylethyl)phenol), S(=O)(=O)(Cl)Cl (sulfuryl chloride), S(=O)(=O)(Cl)Cl (sulfuryl chloride). Run in C(C)OCC (ethyl ether). The product is ClC1=C(C=CC(=C1)C(CN(CC1=CC=C(C=C1)OC(F)(F)F)C1=NC=C(C=N1)CC)(C)C)O (2-Chloro-4-(2-{(5-ethylpyrimidin-2-yl)[4-(trifluoromethoxy)benzyl]amino}-1,1-dimethylethyl)phenol). Yield: 24.9%. Reaction SMILES: [CH2:1]([C:3]1[CH:4]=[N:5][C:6]([N:9]([CH2:21][C:22]2[CH:27]=[CH:26][C:25]([O:28][C:29]([F:32])([F:31])[F:30])=[CH:24][CH:23]=2)[CH2:10][C:11]([C:14]2[CH:19]=[CH:18][C:17]([OH:20])=[CH:16][CH:15]=2)([CH3:13])[CH3:12])=[N:7][CH:8]=1)[CH3:2].S(Cl)([Cl:36])(=O)=O>C(OCC)C>[Cl:36][C:18]1[CH:19]=[C:14]([C:11]([CH3:13])([CH3:12])[CH2:10][N:9]([C:6]2[N:5]=[CH:4][C:3]([CH2:1][CH3:2])=[CH:8][N:7]=2)[CH2:21][C:22]2[CH:23]=[CH:24][C:25]([O:28][C:29]([F:31])([F:32])[F:30])=[CH:26][CH:27]=2)[CH:15]=[CH:16][C:17]=1[OH:20]. Reported procedure: To a solution 4-(2-{(5-ethylpyrimidin-2-yl)[4-(trifluoromethoxy)benzyl]amino}-1,1-dimethylethyl)phenol (300 mg; 0.67 mmol) in ethyl ether (0.1M) was added sulfuryl chloride (0.060 ml; 0.74 mmol). After 10 minutes an additional 0.3 eq of sulfuryl chloride were added. Stirred 20 more minutes. Partitioned between ethyl acetate and dilute sodium bicarbonate solution. Organic phase was washed with saturated brine, dried over sodium sulfate and concentrated. Purification by radial chromatography on si... Starting materials: BrC1=NC=CC=C1 (2-bromopyridine), NCCCO (3-Aminopropan-1-ol), [H-].[Na+] (NaH), oil, [H-].[Na+] (NaH). Run in C1CCOC1 (THF). The product is N1=C(C=CC=C1)OCCCN ([3-(Pyridin-2-yloxy)propyl]amine). Isolated yield 42.8%. RXN SMILES: [NH2:1][CH2:2][CH2:3][CH2:4][OH:5].[H-].[Na+].Br[C:9]1[CH:14]=[CH:13][CH:12]=[CH:11][N:10]=1>C1COCC1>[N:10]1[CH:11]=[CH:12][CH:13]=[CH:14][C:9]=1[O:5][CH2:4][CH2:3][CH2:2][NH2:1] |f:1.2|. Procedure: 3-Aminopropan-1-ol (0.28 ml, 3.64 mmol) was added to a mixture of NaH 60% dispersion in mineral oil (16 mg, 4.11 mmol) in dry THF (8 ml) at rt. The resulting mixture was heated at reflux for 35 mins and cooled to rt before 2-bromopyridine (0.50 g, 3.16 mmol) was added. The mixture was then refluxed for 2 h 20 mins and stirred at rt for another 17 h before more NaH (127 mg, 3.16 mmol) was added and the mixture heated at reflux for 3 h. The mixture was evaporated to dryness, water was added, and t... Starting materials: C([O-])(O)=O.[Na+] (sodium bicarbonate), N1=CC=CC=2CCCC(C12)NCCCCNC(OC(C)(C)C)=O (tert-butyl 4-(5,6,7,8-tetrahydroquinolin-8-ylamino)butylcarbamate), C(C)(=O)O[BH-](OC(C)=O)OC(C)=O.[Na+] (sodium triacetoxyborohydride), N1C=CC2=CC=CC(=C12)C=O (indole-7-carboxaldehyde). Reagents/catalysts: C(C)(=O)O (acetic acid). Run in ClCCCl (1,2-dichloroethane). Product: N1C=CC2=CC=CC(=C12)CN(CCCCNC(OC(C)(C)C)=O)C1CCCC=2C=CC=NC12 (tert-butyl 4-(((1H-indol-7-yl)methyl)(5,6,7,8-tetrahydroquinolin-8-yl)amino)butylcarbamate). The yield is 35.0%. RXN SMILES: [NH:1]1[C:9]2[C:4](=[CH:5][CH:6]=[CH:7][C:8]=2[CH:10]=O)[CH:3]=[CH:2]1.[N:12]1[C:21]2[CH:20]([NH:22][CH2:23][CH2:24][CH2:25][CH2:26][NH:27][C:28](=[O:34])[O:29][C:30]([CH3:33])([CH3:32])[CH3:31])[CH2:19][CH2:18][CH2:17][C:16]=2[CH:15]=[CH:14][CH:13]=1.C(O[BH-](OC(=O)C)OC(=O)C)(=O)C.[Na+].C(=O)(O)[O-].[Na+]>ClCCCl.C(O)(=O)C>[NH:1]1[C:9]2[C:4](=[CH:5][CH:6]=[CH:7][C:8]=2[CH2:10][N:22]([CH:20]2[C:21]3[N:12]=[CH:13][CH:14]=[CH:15][C:16]=3[CH2:17][CH2:18][CH2:19]2)[CH2:23][CH2:24][CH2:25][CH2:26][NH:27][C:28](=[O:34])[O:29][C:30]([CH3:33])([CH3:32])[CH3:31])[CH:3]=[CH:2]1 |f:2.3,4.5|. Reported procedure: A heavy-walled Pyrex tube was charged with a solution of indole-7-carboxaldehyde (0.50 g, 3.44 mmol) in 1,2-dichloroethane (5 mL). This solution was treated with tert-butyl 4-(5,6,7,8-tetrahydroquinolin-8-ylamino)butylcarbamate, 3, (1.21 g, 3.78 mmol), sodium triacetoxyborohydride (1.46 g, 6.88 mmol) and a catalytic amount of acetic acid (2 drops). The reaction mixture was exposed to microwave irradiation for 10 min at a temperature of 100° C. After the irradiation, the reaction tube was cooled ... Reactants: NC1=NC(=CC(=C1)C)CCC1=NC=2C(=NC=CC2)N1 (2-[2-(2-Amino-4-methylpyridin-6-yl)ethyl]-3H-imidazo[4,5-b]pyridine), NC1=NC(=CC(=C1)C)CCC1=NC=2C(=NC=CC2)N1 (2-[2-(2-Amino-4-methylpyridin-6-yl)ethyl]-3H-imidazo[4,5-b]pyridine), C(C)(=O)O (acetic acid). Run in ClCCl (dichloromethane). Product: C(C)(=O)O.NC1=NC(=CC(=C1)C)CCC1=NC=2C(=NC=CC2)N1 (2-[2-(2-Amino-4-methylpyridin-6-yl)ethyl]-3H-imidazo[4,5-b]pyridine acetate). RXN SMILES: [NH2:1][C:2]1[CH:7]=[C:6]([CH3:8])[CH:5]=[C:4]([CH2:9][CH2:10][C:11]2[NH:19][C:14]3=[N:15][CH:16]=[CH:17][CH:18]=[C:13]3[N:12]=2)[N:3]=1.[C:20]([OH:23])(=[O:22])[CH3:21]>ClCCl>[C:20]([OH:23])(=[O:22])[CH3:21].[NH2:1][C:2]1[CH:7]=[C:6]([CH3:8])[CH:5]=[C:4]([CH2:9][CH2:10][C:11]2[NH:19][C:14]3=[N:15][CH:16]=[CH:17][CH:18]=[C:13]3[N:12]=2)[N:3]=1 |f:3.4|. Procedure: 52 mg of 2-[2-(2-Amino-4-methylpyridin-6-yl)ethyl]-3H-imidazo[4,5-b]pyridine (compound 1) are dissolved in 25 ml of dichloromethane. 2 ml of aqueous acetic acid (50% strength) are added. The mixture is concentrated and coevaporated successively with water and dichloromethane to give 65 mg of the title compound as foam. M.p. 54° C. MS: 254.2 (MH+), 528.8 (2MNa+). Starting materials: Cl (HCl), C(C)OC(COC1=CC=C(C#N)C=C1)OCC (4-(2,2-diethoxy-ethoxy)-benzonitrile). Run in CCOCC (Et2O), CCOCC (Et2O). Reaction conditions: time 24 hour. Yields the product C(#N)C1=CC=C(OCC=O)C=C1 ((4-cyano-phenoxy)acetaldehyde). The yield is 99.3%. Reaction SMILES: Cl.C([O:4][CH:5](OCC)[CH2:6][O:7][C:8]1[CH:15]=[CH:14][C:11]([C:12]#[N:13])=[CH:10][CH:9]=1)C>CCOCC>[C:12]([C:11]1[CH:14]=[CH:15][C:8]([O:7][CH2:6][CH:5]=[O:4])=[CH:9][CH:10]=1)#[N:13]. Procedure: A 5N HCl (25 mL) solution is added to a stirred solution of 4-(2,2-diethoxy-ethoxy)-benzonitrile (2.00 g, 8.50 mmol) in Et2O (25 mL). The two-layered solution is stirred vigorously at ambient temperature under nitrogen for 24 hours. Another 50 mL Et2O is added to the mixture. The organic layer is separated, washed with an aqueous solution (30 mL) containing saturated NaHCO3 (0.5 mL), dried over MgSO4, filtered and concentrated at ambient temperature to give 1.36 g of the crude (4-cyano-phenoxy)a...